This data is from the Open Reaction Database (ORD), a public repository of structured organic reaction records. The task is: describe an organic reaction: reactants, conditions, products, and yield Starting materials: C(C)OC=1C=C(C=CC1OCC)C=1SC=C(N1)C1=NC=CC(=C1)C#N (2-(3,4-diethoxyphenyl)-4-(4-cyano-pyridyl)thiazole), C(C)O (ethanol), [OH-].[Na+] (sodium hydroxide), O (water). The product is C(C)OC=1C=C(C=CC1OCC)C=1SC=C(N1)C1=NC=CC(=C1)C(=O)O (2-(3,4-diethoxyphenyl)-4-(4-carboxy-2-pyridyl)thiazole). RXN SMILES: [CH2:1]([O:3][C:4]1[CH:5]=[C:6]([C:13]2[S:14][CH:15]=[C:16]([C:18]3[CH:23]=[C:22]([C:24]#N)[CH:21]=[CH:20][N:19]=3)[N:17]=2)[CH:7]=[CH:8][C:9]=1[O:10][CH2:11][CH3:12])[CH3:2].C(O)C.[OH-:29].[Na+].[OH2:31]>>[CH2:1]([O:3][C:4]1[CH:5]=[C:6]([C:13]2[S:14][CH:15]=[C:16]([C:18]3[CH:23]=[C:22]([C:24]([OH:31])=[O:29])[CH:21]=[CH:20][N:19]=3)[N:17]=2)[CH:7]=[CH:8][C:9]=1[O:10][CH2:11][CH3:12])[CH3:2] |f:2.3|. Procedure details: A mixture of 500 mg of 2-(3,4-diethoxyphenyl)-4-(4-cyano-pyridyl)thiazole, 20 ml of ethanol and 17 ml of a 4% aqueous sodium hydroxide solution was refluxed for 16 hours with heating. The reaction mixture was allowed to stand. Then, 200 ml of water was added thereto. The mixture was extracted with 80 ml of dichromethane two times. The aqueous layer was made acidic (pH=about 3) with concentrated hydrochloric acid and extracted with 150 ml of ethyl acetate three times. The ethyl acetate layer was ... Reactants: CC=1C=C(NC2=CC(=NC=N2)NC2=CC(=CC=C2)OCC(=O)OCC)C=CC1 (6-(3'-methylanilino)-4-[3'-(ethoxycarbonylmethoxy)anilino]pyrimidine), N (ammonia). Yields the product C(N)(=O)COC=1C=C(NC2=NC=NC(=C2)NC2=CC(=CC=C2)C)C=CC1 (4-[3'-(carbamoylmethoxy)anilino]6-(3'-methylanilino)pyrimidine). Isolated yield 81.0%. As a reaction SMILES: [CH3:1][C:2]1[CH:3]=[C:4]([CH:26]=[CH:27][CH:28]=1)[NH:5][C:6]1[N:11]=[CH:10][N:9]=[C:8]([NH:12][C:13]2[CH:18]=[CH:17][CH:16]=[C:15]([O:19][CH2:20][C:21](OCC)=[O:22])[CH:14]=2)[CH:7]=1.[NH3:29]>>[C:21]([CH2:20][O:19][C:15]1[CH:14]=[C:13]([CH:18]=[CH:17][CH:16]=1)[NH:12][C:8]1[CH:7]=[C:6]([NH:5][C:4]2[CH:26]=[CH:27][CH:28]=[C:2]([CH3:1])[CH:3]=2)[N:11]=[CH:10][N:9]=1)(=[O:22])[NH2:29]. Procedure: Using an analogous procedure to that described in Example 25, 6-(3'-methylanilino)-4-[3'-(ethoxycarbonylmethoxy)anilino]pyrimidine was reacted with saturated methanolic ammonia to give 4-[3'-(carbamoylmethoxy)anilino]6-(3'-methylanilino)pyrimidine in 81% yield, m.p. 192°-194° C.;